Task: describe an organic reaction: reactants, conditions, products, and yield. Dataset: the Open Reaction Database (ORD), a public repository of structured organic reaction records Conditions: temperature 40 celsius. Starting materials: glass, cerium ion, NC(CCCNC(N)=N)C(=O)O (DL-arginine), solution, OO (H2O2), [Ce] (cerium), N[C@@H](CCCNC(N)=N)C(=O)O (arginine), NC(CCCNC(N)=N)C(=O)O (DL-arginine), Ce(NO3)3·6(H2O), [OH-].[NH4+] (ammonium hydroxide). The product is NC(CCCNC(N)=N)C(=O)O.[Ce] (DL-Arginine Cerium). RXN SMILES: [NH2:1][CH:2]([C:10]([OH:12])=[O:11])[CH2:3][CH2:4][CH2:5][NH:6][C:7](=[NH:9])[NH2:8].[OH-].[NH4+].OO.[Ce:17].N[C@H](C(O)=O)CCCNC(=N)N>O>[NH2:1][CH:2]([C:10]([OH:12])=[O:11])[CH2:3][CH2:4][CH2:5][NH:6][C:7](=[NH:8])[NH2:9].[Ce:17] |f:1.2,7.8|. Run in O (water). Reported procedure: Into a 600 ml glass beaker containing a magnetic stir bar was introduced 500 ml of high purity (HP) water. A 0.415 gm quantity of DL-arginine was dissolved in this volume, forming an alkaline solution. A 10.0 gm quantity of Ce(NO3)3·6(H2O) was added, dissolved with stirring, resulting in a solution pH of about pH 6. The molar ratio of DL-arginine to cerium ion was 0.1. Base in the form of ammonium hydroxide was added. Then a 10 ml solution containing 1.20 gm of 50% H2O2 (0.75 molar ratio of H2O2... The reactants are ClC=1C=C(C=C(C1OC1=CC(=C(C=C1)OC)C(C)C)Cl)[N+](=O)[O-] (3,5-Dichloro-4-(3'-isopropyl-4'-methoxyphenoxy)-nitrobenzene). Reagents/catalysts: [Pt] (platinum on carbon). Run in C(C)O (ethanol). Yields the product ClC=1C=C(N)C=C(C1OC1=CC(=C(C=C1)OC)C(C)C)Cl (3,5-dichloro-4-(3'-isopropyl-4'-methoxyphenoxy)-aniline). RXN SMILES: [Cl:1][C:2]1[CH:3]=[C:4]([N+:21]([O-])=O)[CH:5]=[C:6]([Cl:20])[C:7]=1[O:8][C:9]1[CH:14]=[CH:13][C:12]([O:15][CH3:16])=[C:11]([CH:17]([CH3:19])[CH3:18])[CH:10]=1>[Pt].C(O)C>[Cl:1][C:2]1[CH:3]=[C:4]([CH:5]=[C:6]([Cl:20])[C:7]=1[O:8][C:9]1[CH:14]=[CH:13][C:12]([O:15][CH3:16])=[C:11]([CH:17]([CH3:18])[CH3:19])[CH:10]=1)[NH2:21]. Procedure details: 3,5-Dichloro-4-(3'-isopropyl-4'-methoxyphenoxy)-nitrobenzene (2.0 g) and 200 mg. of 10% platinum on carbon in 100 ml. of ethanol are hydrogenated on a Parr shaker. Catalyst is then removed by filtration through Celite and the filtrate is stripped to afford 3,5-dichloro-4-(3'-isopropyl-4'-methoxyphenoxy)-aniline. To this is added 30 g of dimethyl oxalate and this is stirred at 120° for 4 hours. Excess oxalate is removed under high vacuum from a hot water bath and the residue is chromatographed on... Reactants: C([O-])([O-])=O.[K+].[K+] (potassium carbonate), BrCC(=O)OC (methyl bromoacetate), [I-].[K+] (potassium iodide), C1(=CC=CC=C1)C=1N=C(OC1C1=CC=CC=C1)C1=CCC[C@H]1CC1=CC(=CC=C1)O ((+)-(5S)-1-(4,5-diphenyloxazol-2-yl)-5-(3-hydroxybenzyl)cyclopentene), C1(=CC=CC=C1)C=1N=C(OC1C1=CC=CC=C1)C1=CCC[C@H]1CC1=CC(=CC=C1)OC ((+)-(5S)-1-(4,5-diphenyloxazol-2-yl)-5-(3-methoxybenzyl)cyclopentene), B(Br)(Br)Br (boron tribromide), 0C. The solvent is C(C)#N (acetonitrile), C(Cl)Cl (methylene chloride), C(Cl)Cl (methylene chloride). Run at time 3.5 hour. Yields the product C1(=CC=CC=C1)C=1N=C(OC1C1=CC=CC=C1)C=1[C@@H](CCC1)CC=1C=C(OCC(=O)OC)C=CC1 ((+)-methyl [3-[[(1S)-2-(4,5-diphenyloxazol-2-yl)-2-cyclopenten-1-yl]methyl]phenoxy]acetate). The yield is 78.9%. Reaction SMILES: [C:1]1([C:7]2[N:8]=[C:9]([C:18]3[C@H:22]([CH2:23][C:24]4[CH:29]=[CH:28][CH:27]=[C:26]([O:30][CH3:31])[CH:25]=4)[CH2:21][CH2:20][CH:19]=3)[O:10][C:11]=2[C:12]2[CH:17]=[CH:16][CH:15]=[CH:14][CH:13]=2)[CH:6]=[CH:5][CH:4]=[CH:3][CH:2]=1.B(Br)(Br)Br.C1(C2N=C(C3[C@H](CC4C=CC=C(O)C=4)CCC=3)OC=2C2C=CC=CC=2)C=CC=CC=1.C(=O)([O-])[O-].[K+].[K+].BrC[C:74]([O:76][CH3:77])=[O:75].[I-].[K+]>C(Cl)Cl.C(#N)C>[C:1]1([C:7]2[N:8]=[C:9]([C:18]3[C@H:22]([CH2:23][C:24]4[CH:25]=[C:26]([CH:27]=[CH:28][CH:29]=4)[O:30][CH2:31][C:74]([O:76][CH3:77])=[O:75])[CH2:21][CH2:20][CH:19]=3)[O:10][C:11]=2[C:12]2[CH:17]=[CH:16][CH:15]=[CH:14][CH:13]=2)[CH:2]=[CH:3][CH:4]=[CH:5][CH:6]=1 |f:3.4.5,7.8|. Procedure: To a solution of (+)-(5S)-1-(4,5-diphenyloxazol-2-yl)-5-(3-methoxybenzyl)cyclopentene (2.33 g) in methylene chloride (10 ml), was added boron tribromide in methylene chloride (1M, 9 ml) at 0C. After 3.5 hours stirring at the same temperature, the reaction mixture was washed with water and saturated aqueous sodium hydrogencarbonate. Drying (sodium sulfate) and removal of solvent afforded a yellow syrup containing (+)-(5S)-1-(4,5-diphenyloxazol-2-yl)-5-(3-hydroxybenzyl)cyclopentene. An acetonitril...